Dataset: the Open Reaction Database (ORD), a public repository of structured organic reaction records. Task: describe an organic reaction: reactants, conditions, products, and yield Reactants: BrC1=C(CCCC1)C=O (2-bromocyclohex-1-enecarbaldehyde), C(#N)[BH3-].[Na+] (sodium cyanoborohydride), C(C)OC(C1=CC=C(C=C1)N1CCNCC1)=O (4-piperazin-1-yl-benzoic acid ethyl ester), C(C)O (ethanol). Solvent: C(C)(=O)O (Acetic acid). Yields the product BrC1=C(CCCC1)CN1CCN(CC1)C1=CC=C(C(=O)OCC)C=C1 (ethyl 4-(4-((2-bromocyclohex-1-enyl)methyl)piperazin-1-yl)benzoate). As a reaction SMILES: [Br:1][C:2]1[CH2:7][CH2:6][CH2:5][CH2:4][C:3]=1[CH:8]=O.[CH2:10]([O:12][C:13](=[O:26])[C:14]1[CH:19]=[CH:18][C:17]([N:20]2[CH2:25][CH2:24][NH:23][CH2:22][CH2:21]2)=[CH:16][CH:15]=1)[CH3:11].C(O)C.C([BH3-])#N.[Na+]>C(O)(=O)C>[Br:1][C:2]1[CH2:7][CH2:6][CH2:5][CH2:4][C:3]=1[CH2:8][N:23]1[CH2:22][CH2:21][N:20]([C:17]2[CH:16]=[CH:15][C:14]([C:13]([O:12][CH2:10][CH3:11])=[O:26])=[CH:19][CH:18]=2)[CH2:25][CH2:24]1 |f:3.4|. Procedure details: A 100 mL round bottom flask was charged with 2-bromocyclohex-1-enecarbaldehyde, (prepared as described by Arnold, A. et. al. Collect. Czech. Chem. Commun., 1961, 26, 3059-3073.), (42 mmol), 4-piperazin-1-yl-benzoic acid ethyl ester (42 mmol) and ethanol (50 ml). The mixture was stirred and sodium cyanoborohydride (42 mmol) was added. Acetic acid was used to adjust pH to 5-6. The reaction mixture was stirred under N2 at room temperature overnight. The reaction mixture was filtered and washed with...